Dataset: the Open Reaction Database (ORD), a public repository of structured organic reaction records. Task: describe an organic reaction: reactants, conditions, products, and yield The reactants are C1CCNC1, C1CCOC1, CC(=O)O, COc1ccc(-c2ccccc2)c2sc(NC(=O)c3ccc(C=O)cc3)nc12, Cl, [Na+], O=C([O-])O. Product: COc1ccc(-c2ccccc2)c2sc(NC(=O)c3ccc(CN4CCCC4)cc3)nc12, Cl. Reaction SMILES: [CH2:29]1[CH2:30][CH2:31][NH:32][CH2:33]1.[CH2:44]1[O:45][CH2:46][CH2:47][CH2:48]1.[CH3:34][C:35](=[O:36])[OH:37].[CH:1](=[O:2])[c:3]1[cH:4][cH:5][c:6]([C:7](=[O:8])[NH:9][c:10]2[s:11][c:12]3[c:13]([n:14]2)[c:15]([O:25][CH3:26])[cH:16][cH:17][c:18]3-[c:19]2[cH:20][cH:21][cH:22][cH:23][cH:24]2)[cH:27][cH:28]1.[ClH:43].[Na+:42].[O-:38][C:39]([OH:40])=[O:41]>>[CH2:1]([c:3]1[cH:4][cH:5][c:6]([C:7](=[O:8])[NH:9][c:10]2[s:11][c:12]3[c:13]([n:14]2)[c:15]([O:25][CH3:26])[cH:16][cH:17][c:18]3-[c:19]2[cH:20][cH:21][cH:22][cH:23][cH:24]2)[cH:27][cH:28]1)[N:32]1[CH2:31][CH2:30][CH2:29][CH2:33]1.[ClH:43]. Reactants: C1(=CC=CC=C1)P(C1=CC=CC=C1)C1=CC=CC=C1 (triphenylphosphine), C(C1=CC=CC=C1)OCCCO (3-benzyloxypropanol), N1=CC=CC=C1 (pyridine), II (iodine), resultant mixture. Run in C1=CC=CC=C1 (benzene), C1=CC=CC=C1 (benzene), CO (methanol). Run at time 15 hour. The product is C(C1=CC=CC=C1)OCCCI (1-Benzyloxy-3-iodopropane). Yield: 53.0%. Reaction SMILES: C1(P(C2C=CC=CC=2)C2C=CC=CC=2)C=CC=CC=1.[I:20]I.N1C=CC=CC=1.[CH2:28]([O:35][CH2:36][CH2:37][CH2:38]O)[C:29]1[CH:34]=[CH:33][CH:32]=[CH:31][CH:30]=1>CO.C1C=CC=CC=1>[CH2:28]([O:35][CH2:36][CH2:37][CH2:38][I:20])[C:29]1[CH:34]=[CH:33][CH:32]=[CH:31][CH:30]=1. Reported procedure: To a solution of 83.3 g. (0.318 mole) triphenylphosphine in 200 ml. benzene was added, in four portions, 80 g. (0.318 mole) of iodine. The resultant mixture was stirred 3 hours and then 50 ml. (0.618 mole) of pyridine was added followed by the slow addition of 32 g. (0.192 mole) of 3-benzyloxypropanol in 250 ml. of benzene. The reaction was stirred 15 hours longer and then diluted with 40 ml. of methanol. The mixture was filtered through diatomaceous earth and the filtrate evaporated to an oil. ... The reactants are CC1CCC(N)C(c2ccccc2)N1, CC1CCC(N)C(c2ccccc2)N1, CC1CCC(N)C(c2ccccc2)N1, COc1cc2c(cc1C=O)N(C)C(=O)CC2. Yields the product COc1cc2c(cc1CNC1CCC(C)NC1c1ccccc1)N(C)C(=O)CC2. As a reaction SMILES: [CH3:15][CH:16]1[NH:17][CH:18]([c:19]2[cH:20][cH:21][cH:22][cH:23][cH:24]2)[CH:25]([NH2:26])[CH2:27][CH2:28]1.[CH3:1][CH:2]1[CH2:3][CH2:4][CH:5]([NH2:14])[CH:6]([c:8]2[cH:9][cH:10][cH:11][cH:12][cH:13]2)[NH:7]1.[CH3:29][CH:30]1[NH:31][CH:32]([c:33]2[cH:34][cH:35][cH:36][cH:37][cH:38]2)[CH:39]([NH2:40])[CH2:41][CH2:42]1.[CH3:43][O:44][c:45]1[cH:46][c:47]2[c:52]([cH:53][c:54]1[CH:55]=[O:56])[N:51]([CH3:57])[C:50](=[O:58])[CH2:49][CH2:48]2>>[CH3:1][CH:2]1[CH2:3][CH2:4][CH:5]([NH:14][CH2:55][c:54]2[c:45]([O:44][CH3:43])[cH:46][c:47]3[c:52]([cH:53]2)[N:51]([CH3:57])[C:50](=[O:58])[CH2:49][CH2:48]3)[CH:6]([c:8]2[cH:9][cH:10][cH:11][cH:12][cH:13]2)[NH:7]1. The reactants are CCCCCCc1ccc(-c2ncc(-c3ccc(O)cc3)s2)cc1, CCCCO, O, Cc1ccc(S(=O)(=O)OCCC[Si](C)(C)C)cc1. Product: CCCCCCc1ccc(-c2ncc(-c3ccc(OCCC[Si](C)(C)C)cc3)s2)cc1. RXN SMILES: [CH2:1]([CH2:2][CH2:3][CH2:4][CH2:5][CH3:6])[c:7]1[cH:8][cH:9][c:10](-[c:13]2[s:14][c:15](-[c:18]3[cH:19][cH:20][c:21]([OH:24])[cH:22][cH:23]3)[cH:16][n:17]2)[cH:11][cH:12]1.[CH2:25]([OH:26])[CH2:27][CH2:28][CH3:29].[OH2:48].[c:30]1([CH3:31])[cH:32][cH:33][c:34]([S:35]([O:36][CH2:40][CH2:41][CH2:42][Si:43]([CH3:44])([CH3:45])[CH3:46])(=[O:37])=[O:38])[cH:39][cH:47]1>>[CH2:1]([CH2:2][CH2:3][CH2:4][CH2:5][CH3:6])[c:7]1[cH:8][cH:9][c:10](-[c:13]2[s:14][c:15](-[c:18]3[cH:19][cH:20][c:21]([O:24][CH2:40][CH2:41][CH2:42][Si:43]([CH3:44])([CH3:45])[CH3:46])[cH:22][cH:23]3)[cH:16][n:17]2)[cH:11][cH:12]1. Starting materials: FC(C1=C(C=CC(=C1)NC(C1=CC=C(C=C1)[N+](=O)[O-])=O)C1=C(C=C(C=C1)NC(C1=CC=C(C=C1)[N+](=O)[O-])=O)C(F)(F)F)(F)F (N,N′-(2,2′-bis(trifluoromethyl)-[1,1′-biphenyl]-4,4′-diyl)bis(4-nitrobenzamide)), ( L ). Reagents/catalysts: [Zn] (Zinc). Solvent: CCO.CC(=O)O (EtOH AcOH). The product is FC(C1=C(C=CC(=C1)NC(C1=CC=C(C=C1)N)=O)C1=C(C=C(C=C1)NC(C1=CC=C(C=C1)N)=O)C(F)(F)F)(F)F (N,N′-(2,2′-bis(trifluoromethyl)-[1,1′-biphenyl]-4,4′-diyl)bis(4-aminobenzamide)), DA168. Isolated yield 73.5%. RXN SMILES: [F:1][C:2]([F:44])([F:43])[C:3]1[CH:8]=[C:7]([NH:9][C:10](=[O:20])[C:11]2[CH:16]=[CH:15][C:14]([N+:17]([O-])=O)=[CH:13][CH:12]=2)[CH:6]=[CH:5][C:4]=1[C:21]1[CH:26]=[CH:25][C:24]([NH:27][C:28](=[O:38])[C:29]2[CH:34]=[CH:33][C:32]([N+:35]([O-])=O)=[CH:31][CH:30]=2)=[CH:23][C:22]=1[C:39]([F:42])([F:41])[F:40]>CCO.CC(O)=O.[Zn]>[F:1][C:2]([F:43])([F:44])[C:3]1[CH:8]=[C:7]([NH:9][C:10](=[O:20])[C:11]2[CH:16]=[CH:15][C:14]([NH2:17])=[CH:13][CH:12]=2)[CH:6]=[CH:5][C:4]=1[C:21]1[CH:26]=[CH:25][C:24]([NH:27][C:28](=[O:38])[C:29]2[CH:34]=[CH:33][C:32]([NH2:35])=[CH:31][CH:30]=2)=[CH:23][C:22]=1[C:39]([F:42])([F:41])[F:40] |f:1.2|. Procedure: The prepared precursor, DA167, i.e., N,N′-(2,2′-bis(trifluoromethyl)-[1,1′-biphenyl]-4,4′-diyl)bis(4-nitrobenzamide) (6.18 g, 0.01 mol) is dissolved in the mixture of solvents EtOH/AcOH (100/20 mL) at mild reflux. Zinc (Zn) powder (6.54 g, 0.1 mol) is carefully added in 1 portion, which is extremely exothermic, thus 2 liter (L) high-beaker is recommended to be used. The mixture is immediately bubbled up within several seconds, and then clear colorless solution is formed. The mixture is refluxed ... Starting materials: C(=O)CC1C(N(C2=CC=CC=C12)C)=O (3-formylmethyl-1-methyloxindole), S([O-])(O)=O.[Na+] (sodium bisulfite), resultant mixture, [C-]#N.[Na+] (sodium cyanide). The solvent is O (water), CCOCC (ether), O (water), O (water). Yields the product C(#N)C(CC1C(N(C2=CC=CC=C12)C)=O)O (3-(2-cyano2-hydroxyethyl)-1-methyloxindole). RXN SMILES: [CH:1]([CH2:3][CH:4]1[C:12]2[C:7](=[CH:8][CH:9]=[CH:10][CH:11]=2)[N:6]([CH3:13])[C:5]1=[O:14])=[O:2].S(=O)(O)[O-].[Na+].[C-:20]#[N:21].[Na+]>O.CCOCC>[C:20]([CH:1]([OH:2])[CH2:3][CH:4]1[C:12]2[C:7](=[CH:8][CH:9]=[CH:10][CH:11]=2)[N:6]([CH3:13])[C:5]1=[O:14])#[N:21] |f:1.2,3.4|. Procedure: 89 Grams of 3-formylmethyl-1-methyloxindole and 54 g of sodium bisulfite was dissolved in a mixed solvent of 75 ml of water with 150 ml of ether, then to the resultant mixture was added dropwise a solution of 28 g of sodium cyanide with 60 ml of water, under stirring at a room temperature. The reaction mixture was stirred for 1 hour, then water was added to the reaction mixture until the crystals formed were dissolved, the whole reaction mixture was further stirred for 1 hour. The crystals forme... Starting materials: [Si](C1=CC=CC=C1)(C1=CC=CC=C1)(C(C)(C)C)OC1=CC=C(C=C1)C(C)=O (1-(4-{[t-butyl(diphenyl)silyl]oxy}phenyl)-1-ethanone), [BH4-].[Na+] (sodium borohydride), O (water). The solvent is CO (methanol), O1CCCC1 (tetrahydrofuran). Reaction conditions: time 3 hour. Product: [Si](C1=CC=CC=C1)(C1=CC=CC=C1)(C(C)(C)C)OC1=CC=C(C=C1)C(C)O (1-(4-{[t-butyl(diphenyl)silyl]oxy}phenyl)-1-ethanol). Yield: 99.9%. Reaction SMILES: [Si:1]([O:18][C:19]1[CH:24]=[CH:23][C:22]([C:25](=[O:27])[CH3:26])=[CH:21][CH:20]=1)([C:14]([CH3:17])([CH3:16])[CH3:15])([C:8]1[CH:13]=[CH:12][CH:11]=[CH:10][CH:9]=1)[C:2]1[CH:7]=[CH:6][CH:5]=[CH:4][CH:3]=1.[BH4-].[Na+].O>CO.O1CCCC1>[Si:1]([O:18][C:19]1[CH:24]=[CH:23][C:22]([CH:25]([OH:27])[CH3:26])=[CH:21][CH:20]=1)([C:14]([CH3:16])([CH3:17])[CH3:15])([C:8]1[CH:13]=[CH:12][CH:11]=[CH:10][CH:9]=1)[C:2]1[CH:3]=[CH:4][CH:5]=[CH:6][CH:7]=1 |f:1.2|. Reported procedure: 5 g of the 1-(4-{[t-butyl(diphenyl)silyl]oxy}phenyl)-1-ethanone [79-1] was dissolved in a mixture solvent of 50 mL of methanol and 30 mL of tetrahydrofuran, 606 mg of sodium borohydride was added thereto, and stirred at room temperature for 3 hours. The reaction mixture was added with 30 mL of water, and concentrated under reduced pressure. The residue was added with 150 mL of ethyl acetate, washed with water and saturated brine in the subsequent order, and the obtained organic layer was dried o... Reactants: [Cl-].COC1=NC(=NC(=N1)OC)[N+]1(CCOCC1)C (4-(4,6-Dimethoxy-[1,3,5]triazin-2-yl)-4-methyl-morpholin-4-ium chloride), CC1=NC(=NC=C1C(=O)O)C=1SC=CN1 (4-methyl-2-thiazol-2-yl-pyrimidine-5-carboxylic acid), [Cl-].FC=1C=C2C(=CN(C2=CC1)[NH3+])C (5-fluoro-3-methyl-indol-1-yl-ammonium chloride), CN1CCOCC1 (N-methylmorpholine). The solvent is CN(C)C=O (DMF), O (water). Reaction conditions: time 5 minute. The product is FC=1C=C2C(=CN(C2=CC1)NC(=O)C=1C(=NC(=NC1)C=1SC=CN1)C)C (4-methyl-2-thiazol-2-yl-pyrimidine-5-carboxylic acid (5-fluoro-3-methyl-indol-1-yl)-amide). Yield: 68.0%. RXN SMILES: [CH3:1][C:2]1[C:7]([C:8]([OH:10])=O)=[CH:6][N:5]=[C:4]([C:11]2[S:12][CH:13]=[CH:14][N:15]=2)[N:3]=1.[Cl-].[F:17][C:18]1[CH:19]=[C:20]2[C:24](=[CH:25][CH:26]=1)[N:23]([NH3+:27])[CH:22]=[C:21]2[CH3:28].CN1CCOCC1.[Cl-].COC1N=C(OC)N=C([N+]2(C)CCOCC2)N=1>CN(C=O)C.O>[F:17][C:18]1[CH:19]=[C:20]2[C:24](=[CH:25][CH:26]=1)[N:23]([NH:27][C:8]([C:7]1[C:2]([CH3:1])=[N:3][C:4]([C:11]3[S:12][CH:13]=[CH:14][N:15]=3)=[N:5][CH:6]=1)=[O:10])[CH:22]=[C:21]2[CH3:28] |f:1.2,4.5|. Procedure details: A mixture of 4-methyl-2-thiazol-2-yl-pyrimidine-5-carboxylic acid (221 mg, 1 mmol), 5-fluoro-3-methyl-indol-1-yl-ammonium chloride (200 mg, 1 mmol) and N-methylmorpholine (101 mg, 1 mmol) in DMF (5 mL) is stirred at rt for 5 min. 4-(4,6-Dimethoxy-[1,3,5]triazin-2-yl)-4-methyl-morpholin-4-ium chloride (277 mg, 1 mmol) is added and the reaction is heated to 50° C. for 4 h. The reaction mixture is then poured into water (50 mL). The precipitate is collected via filtration and dried in vacuo to prov... Starting materials: C1(=CC=CC=C1)OC(NC1=C(C(=NS1)OCC1=C(C=C(C(=C1)F)C)F)C(N)=O)=O ([4-carbamoyl-3-(2,5-difluoro-4-methyl-benzyloxy)-isothiazol-5-yl]-carbamic acid phenyl ester), NCCC(CNC(C)(C)C)O (4-amino-1-tert-butylamino-butan-2-ol). Yields the product C(C)(C)(C)NCC(CCNC(NC1=C(C(=NS1)OCC1=C(C=C(C(=C1)F)C)F)C(=O)N)=O)O (5-[3-(4-tert-Butylamino-3-hydroxy-butyl)-ureido]-3-(2,5-difluoro-4-methyl-benzyloxy)-isothiazole-4-carboxylic Acid Amide). Reaction SMILES: C1(O[C:8](=[O:29])[NH:9][C:10]2[S:14][N:13]=[C:12]([O:15][CH2:16][C:17]3[CH:22]=[C:21]([F:23])[C:20]([CH3:24])=[CH:19][C:18]=3[F:25])[C:11]=2[C:26](=[O:28])[NH2:27])C=CC=CC=1.[NH2:30][CH2:31][CH2:32][CH:33]([OH:40])[CH2:34][NH:35][C:36]([CH3:39])([CH3:38])[CH3:37]>>[C:36]([NH:35][CH2:34][CH:33]([OH:40])[CH2:32][CH2:31][NH:30][C:8](=[O:29])[NH:9][C:10]1[S:14][N:13]=[C:12]([O:15][CH2:16][C:17]2[CH:22]=[C:21]([F:23])[C:20]([CH3:24])=[CH:19][C:18]=2[F:25])[C:11]=1[C:26]([NH2:27])=[O:28])([CH3:39])([CH3:37])[CH3:38]. Procedure: The title compound was prepared from [4-carbamoyl-3-(2,5-difluoro-4-methyl-benzyloxy)-isothiazol-5-yl]-carbamic acid phenyl ester and 4-amino-1-tert-butylamino-butan-2-ol by the procedure analogous to Example 6. HPLC ret. time: 3.3 minutes. 1H NMR (400 MHz, CD3OD) δ 7.18 (dd, 1H, J=6.8, 9.6 Hz), 7.04 (dd, 1H, J=6.4, 10 Hz), 5.45 (s, 2H), 3.66 (m, 1H), 3.34 (t, 2H, J=7.6 Hz), 2.58 (m, 2H), 2.25 (s, 3H), 1.69-1.60 (m, 2H), 1.12 (s, 9H) ppm; MS (APCl, m/z): 486 [M+H]+. The reactants are CC1(C2CCC(=O)C1C2)C (nopinone), N1CCCC1 (pyrrolidine), O (water). The reagents and catalysts are C1(=CC=C(C=C1)S(=O)(=O)O)C (p-toluenesulfonic acid). Solvent: C1=CC=CC=C1 (benzene). The product is CC1(C2CC=C(C1C2)N2CCCC2)C (1-(6,6-dimethyl-norpin-2-en-2-yl)-pyrrolidine). The yield is 95.1%. As a reaction SMILES: [CH3:1][C:2]1([CH3:10])[CH:8]2[CH2:9][CH:3]1[CH2:4][CH2:5][C:6]2=O.[NH:11]1[CH2:15][CH2:14][CH2:13][CH2:12]1.O>C1C=CC=CC=1.C1(C)C=CC(S(O)(=O)=O)=CC=1>[CH3:1][C:2]1([CH3:10])[CH:8]2[CH2:9][CH:3]1[CH2:4][CH:5]=[C:6]2[N:11]1[CH2:15][CH2:14][CH2:13][CH2:12]1. Procedure: A solution of 30 g of nopinone ([α]D20 =+39.90; c=8 in ethanol), 29 g of pyrrolidine and 0.4 g of p-toluenesulfonic acid in 150 ml anhydrous benzene was heated at reflux for 40 h under nitrogen atmosphere in a vessel fitted with a water separator. After evaporation of the solvent and distillation of the residue, there were obtained 39.5 g (95% yield) of 1-(6,6-dimethyl-norpin-2-en-2-yl)-pyrrolidine having b.p. 117°-118° C./10 Torr.